From a dataset of the Open Reaction Database (ORD), a public repository of structured organic reaction records. describe an organic reaction: reactants, conditions, products, and yield Reactants: Pd(dppf)2Cl2CH2Cl2, mixture, BrC1=CC=C2C=NC(=NC2=C1)NC1=CC=C(C=C1)S(=O)(=O)NCCCN1CCCC1 (4-(7-bromoquinazolin-2-ylamino)-N-(3-(pyrrolidin-1-yl)propyl)benzenesulfonamide), C(C(C)C)N1N=CC(=C1)B1OC(C(O1)(C)C)(C)C (1-isobutyl-4-(4,4,5,5-tetramethyl-1,3,2-dioxaborolan-2-yl)-1H-pyrazole), C([O-])([O-])=O.[K+].[K+].O (potassium carbonate water). Run in COCCOC (DME). Product: C(C(C)C)N1N=CC(=C1)C1=CC=C2C=NC(=NC2=C1)NC1=CC=C(C=C1)S(=O)(=O)NCCCN1CCCC1 (4-(7-(1-isobutyl-1H-pyrazol-4-yl)quinazolin-2-ylamino)-N-(3-(pyrrolidin-1-yl)propyl)benzenesulfonamide). RXN SMILES: Br[C:2]1[CH:11]=[C:10]2[C:5]([CH:6]=[N:7][C:8]([NH:12][C:13]3[CH:18]=[CH:17][C:16]([S:19]([NH:22][CH2:23][CH2:24][CH2:25][N:26]4[CH2:30][CH2:29][CH2:28][CH2:27]4)(=[O:21])=[O:20])=[CH:15][CH:14]=3)=[N:9]2)=[CH:4][CH:3]=1.[CH2:31]([N:35]1[CH:39]=[C:38](B2OC(C)(C)C(C)(C)O2)[CH:37]=[N:36]1)[CH:32]([CH3:34])[CH3:33].C(=O)([O-])[O-].[K+].[K+].O>COCCOC>[CH2:31]([N:35]1[CH:39]=[C:38]([C:2]2[CH:11]=[C:10]3[C:5]([CH:6]=[N:7][C:8]([NH:12][C:13]4[CH:18]=[CH:17][C:16]([S:19]([NH:22][CH2:23][CH2:24][CH2:25][N:26]5[CH2:30][CH2:29][CH2:28][CH2:27]5)(=[O:20])=[O:21])=[CH:15][CH:14]=4)=[N:9]3)=[CH:4][CH:3]=2)[CH:37]=[N:36]1)[CH:32]([CH3:34])[CH3:33] |f:2.3.4.5|. Reported procedure: Pd(dppf)2Cl2CH2Cl2 (0.05 eq) was added to a 0.05M mixture of 4-(7-bromoquinazolin-2-ylamino)-N-(3-(pyrrolidin-1-yl)propyl)benzenesulfonamide (eq), 1-isobutyl-4-(4,4,5,5-tetramethyl-1,3,2-dioxaborolan-2-yl)-1H-pyrazole (3 eq), 2.0M potassium carbonate/water (2 eq) in DME. The mixture was microwaved at 120° C. for 10 min